Dataset: the Open Reaction Database (ORD), a public repository of structured organic reaction records. Task: describe an organic reaction: reactants, conditions, products, and yield The reactants are NC(CCCC(=O)OC)C1=C(C=CC=C1OC)OC (methyl 5-amino-5-(2,6-dimethoxyphenyl)pentanoate), C1(=CC=CC=C1)C1=CC(=NO1)C=O (5-phenylisoxazole-3-carbaldehyde). The product is COC1=C(C(=CC=C1)OC)C1CCCC(N1CC1=NOC(=C1)C1=CC=CC=C1)=O (6-(2,6-dimethoxyphenyl)-1-((5-phenylisoxazol-3-yl)methyl)piperidin-2-one). Reaction SMILES: [NH2:1][CH:2]([C:10]1[C:15]([O:16][CH3:17])=[CH:14][CH:13]=[CH:12][C:11]=1[O:18][CH3:19])[CH2:3][CH2:4][CH2:5][C:6]([O:8]C)=O.[C:20]1([C:26]2[O:30][N:29]=[C:28]([CH:31]=O)[CH:27]=2)[CH:25]=[CH:24][CH:23]=[CH:22][CH:21]=1>>[CH3:19][O:18][C:11]1[CH:12]=[CH:13][CH:14]=[C:15]([O:16][CH3:17])[C:10]=1[CH:2]1[N:1]([CH2:31][C:28]2[CH:27]=[C:26]([C:20]3[CH:21]=[CH:22][CH:23]=[CH:24][CH:25]=3)[O:30][N:29]=2)[C:6](=[O:8])[CH2:5][CH2:4][CH2:3]1. Procedure details: Prepared according to the described general procedure 1 (GP1) by reaction of methyl 5-amino-5-(2,6-dimethoxyphenyl)pentanoate with commercially available 5-phenylisoxazole-3-carbaldehyde. Subsequent purification by preparative HPLC afforded the target compound. LC-MS (conditions A): tR=0.85 min.; [M+H]+: 393.12 g/mol. Product: O=C1Nc2cccc3c2C1(CCCCN1CCC(O)(c2ccc(Cl)cc2)CC1)CCC3. As a reaction SMILES: [Br:1][CH2:2][CH2:3][CH2:4][CH2:5][C:6]12[C:7](=[O:18])[NH:8][c:9]3[cH:10][cH:11][cH:12][c:13]([c:14]31)[CH2:15][CH2:16][CH2:17]2.[C:33](=[O:34])([O-:35])[O-:36].[CH3:39][N:40]([CH3:41])[CH:42]=[O:43].[Cl:19][c:20]1[cH:21][cH:22][c:23]([C:26]2([OH:32])[CH2:27][CH2:28][NH:29][CH2:30][CH2:31]2)[cH:24][cH:25]1.[K+:37].[K+:38]>>[CH2:2]([CH2:3][CH2:4][CH2:5][C:6]12[C:7](=[O:18])[NH:8][c:9]3[cH:10][cH:11][cH:12][c:13]([c:14]31)[CH2:15][CH2:16][CH2:17]2)[N:29]1[CH2:28][CH2:27][C:26]([c:23]2[cH:22][cH:21][c:20]([Cl:19])[cH:25][cH:24]2)([OH:32])[CH2:31][CH2:30]1. The reactants are O=C1Nc2cccc3c2C1(CCCCBr)CCC3, O=C([O-])[O-], CN(C)C=O, OC1(c2ccc(Cl)cc2)CCNCC1, [K+], [K+]. Starting materials: CO, COC(=O)c1cc(F)cc(C)c1[N+](=O)[O-]. Yields the product COC(=O)c1cc(F)cc(C)c1N. Reaction SMILES: [CH3:16][OH:17].[F:1][c:2]1[cH:3][c:4]([CH3:15])[c:5]([N+:12]([O-:13])=[O:14])[c:6]([C:7](=[O:8])[O:9][CH3:10])[cH:11]1>>[F:1][c:2]1[cH:3][c:4]([CH3:15])[c:5]([NH2:12])[c:6]([C:7](=[O:8])[O:9][CH3:10])[cH:11]1. The reactants are BrC=1C=C(C=O)C=C(C1)F (3-bromo-5-fluorobenzaldehyde), CC(C)(C)[S@](=O)N ((S)-2-methylpropane-2-sulfinamide). Reagents/catalysts: S(=O)(=O)([O-])[O-].[Cu+2] (copper(II) sulfate). Run in ClCCCl (DCE). Run at temperature 60 celsius, time 8 hour. Yields the product BrC=1C=C(\C=N\[S@@](=O)C(C)(C)C)C=C(C1)F ((S,E)-N-(3-bromo-5-fluorobenzylidene)-2-methylpropane-2-sulfinamide). The yield is 99.4%. Reaction SMILES: [Br:1][C:2]1[CH:3]=[C:4]([CH:7]=[C:8]([F:10])[CH:9]=1)[CH:5]=O.[CH3:11][C:12]([S@@:15]([NH2:17])=[O:16])([CH3:14])[CH3:13]>ClCCCl.S([O-])([O-])(=O)=O.[Cu+2]>[Br:1][C:2]1[CH:3]=[C:4]([CH:7]=[C:8]([F:10])[CH:9]=1)/[CH:5]=[N:17]/[S@:15]([C:12]([CH3:14])([CH3:13])[CH3:11])=[O:16] |f:3.4|. Procedure details: To a solution of 3-bromo-5-fluorobenzaldehyde (5 g, 24.63 mmol) and (S)-2-methylpropane-2-sulfinamide (3.28 g, 27.1 mmol) in DCE (82 mL) was added copper(II) sulfate (anhydrous) (7.86 g, 49.3 mmol). The suspension was stirred under nitrogen at 60° C. overnight. The reaction mixture was cooled down, filtered through a plug of celite, and rinsed with DCM. The filtrate was concentrated to yield the crude product. The crude product was purified by flash chromatograph eluting with 0-30% EtOAc in hept... Starting materials: O=C1NC(C=2N=CNC2N1)=S (2-Oxo-6-thioxo-1,2,3,6-tetrahydro-9H-purine), CNN (methylhydrazine). Reaction conditions: temperature 120 celsius, time 30 minute. Product: CN(N)C=1C=2N=CNC2NC(N1)=O (6-(1-methylhydrazino)-9H-purine-2(3H)-one). The yield is 60.0%. Reaction SMILES: [O:1]=[C:2]1[NH:10][C:9]2[NH:8][CH:7]=[N:6][C:5]=2[C:4](=S)[NH:3]1.[CH3:12][NH:13][NH2:14]>>[CH3:12][N:13]([C:4]1[C:5]2[N:6]=[CH:7][NH:8][C:9]=2[NH:10][C:2](=[O:1])[N:3]=1)[NH2:14]. Procedure details: 2-Oxo-6-thioxo-1,2,3,6-tetrahydro-9H-purine (1.0 g, 5.9 mmol) were added to methylhydrazine (20 ml), and the mixture was stirred in a sealed tube for 30 minutes at 120° C. After completion of reaction, the mixture was concentrated under reduced pressure. The residual crystals were washed with 50% ethanol, and crystals collected by filtration were recrystallized from ethanol to obtain 0.64 g (yield 60%) of colorless powdery crystals (m.p.=247° C. (decomposed)).